This data is from the Open Reaction Database (ORD), a public repository of structured organic reaction records. The task is: describe an organic reaction: reactants, conditions, products, and yield The reactants are C(=O)(OC)\C=C/C=1C=C(C=CC1OCC1=CC=CC=C1)CC(=O)O (cis-3-carbomethoxyvinyl-4-benzyloxyphenylacetic acid), CNCCC1=CC=CC=C1 (N-methyl-N-phenethylamine). Solvent: C(Cl)Cl (CH2Cl2). Reaction conditions: time 15 minute. Product: CN(C(CC1=CC(=C(C=C1)OCC1=CC=CC=C1)\C=C/C(=O)OC)=O)CCC1=CC=CC=C1 (cis-N-methyl-N-phenethyl-2-[4-benzyloxy-3-(2-carbomethoxyvinyl)phenyl]acetamide). As a reaction SMILES: [C:1](/[CH:5]=[CH:6]\[C:7]1[CH:8]=[C:9]([CH2:21][C:22]([OH:24])=O)[CH:10]=[CH:11][C:12]=1[O:13][CH2:14][C:15]1[CH:20]=[CH:19][CH:18]=[CH:17][CH:16]=1)([O:3][CH3:4])=[O:2].[CH3:25][NH:26][CH2:27][CH2:28][C:29]1[CH:34]=[CH:33][CH:32]=[CH:31][CH:30]=1>C(Cl)Cl>[CH3:25][N:26]([CH2:27][CH2:28][C:29]1[CH:34]=[CH:33][CH:32]=[CH:31][CH:30]=1)[C:22](=[O:24])[CH2:21][C:9]1[CH:10]=[CH:11][C:12]([O:13][CH2:14][C:15]2[CH:16]=[CH:17][CH:18]=[CH:19][CH:20]=2)=[C:7](/[CH:6]=[CH:5]\[C:1]([O:3][CH3:4])=[O:2])[CH:8]=1. Reported procedure: To a solution of 1.85 g (5.69 mmoles) of cis-3-carbomethoxyvinyl-4-benzyloxyphenylacetic acid in 50 ml of CH2Cl2 is added 1.02 g (6.26 mmoles) if 1,1'-carbonyldiimadazole. After 15 minutes, 827 ml (5.69 mmoles) of N-methyl-N-phenethylamine is added. After 5 hours, the reaction mixture is concentrated in vacuo and is purified flash chromatography to yield cis-N-methyl-N-phenethyl-2-[4-benzyloxy-3-(2-carbomethoxyvinyl)phenyl]acetamide which is used directly in the next step.